From a dataset of the Open Reaction Database (ORD), a public repository of structured organic reaction records. describe an organic reaction: reactants, conditions, products, and yield Reactants: BrCc1cc2ccccc2o1, O=C([O-])[O-], CC1(C)OB(c2ccc(O)cc2)OC1(C)C, CC#N, [K+], [K+]. Product: CC1(C)OB(c2ccc(OCc3cc4ccccc4o3)cc2)OC1(C)C. RXN SMILES: [Br:1][CH2:2][c:3]1[o:4][c:5]2[c:6]([cH:7]1)[cH:8][cH:9][cH:10][cH:11]2.[C:28](=[O:29])([O-:30])[O-:31].[CH3:12][C:13]1([CH3:27])[O:14][B:15]([c:20]2[cH:21][cH:22][c:23]([OH:26])[cH:24][cH:25]2)[O:16][C:17]1([CH3:18])[CH3:19].[CH3:34][C:35]#[N:36].[K+:32].[K+:33]>>[CH2:2]([c:3]1[o:4][c:5]2[c:6]([cH:7]1)[cH:8][cH:9][cH:10][cH:11]2)[O:26][c:23]1[cH:22][cH:21][c:20]([B:15]2[O:14][C:13]([CH3:12])([CH3:27])[C:17]([CH3:18])([CH3:19])[O:16]2)[cH:25][cH:24]1.